From a dataset of the Open Reaction Database (ORD), a public repository of structured organic reaction records. describe an organic reaction: reactants, conditions, products, and yield Product: CC(C)c1noc(N2CCC(COc3ccc(-c4ccc(C(=O)NC5CC5)cc4)cc3)CC2)n1. Reaction SMILES: [Br:16][c:17]1[cH:18][cH:19][c:20]([O:23][CH2:24][CH:25]2[CH2:26][CH2:27][N:28]([c:31]3[n:32][c:33]([CH:36]([CH3:37])[CH3:38])[n:34][o:35]3)[CH2:29][CH2:30]2)[cH:21][cH:22]1.[C:39](=[O:40])([O-:41])[O-:42].[CH3:86][O:87][CH2:88][CH2:89][O:90][CH3:91].[CH:1]1([NH:4][C:5](=[O:6])[c:7]2[cH:8][cH:9][c:10]([B:13]([OH:14])[OH:15])[cH:11][cH:12]2)[CH2:2][CH2:3]1.[Na+:43].[Na+:44].[Pd:45]([Cl:46])[Cl:47].[c:48]1([P:49]([c:50]2[cH:51][cH:52][cH:53][cH:54][cH:55]2)[c:56]2[cH:57][cH:58][cH:59][cH:60][cH:61]2)[cH:62][cH:63][cH:64][cH:65][cH:66]1.[c:67]1([P:68]([c:69]2[cH:70][cH:71][cH:72][cH:73][cH:74]2)[c:75]2[cH:76][cH:77][cH:78][cH:79][cH:80]2)[cH:81][cH:82][cH:83][cH:84][cH:85]1>>[CH:1]1([NH:4][C:5](=[O:6])[c:7]2[cH:8][cH:9][c:10](-[c:17]3[cH:18][cH:19][c:20]([O:23][CH2:24][CH:25]4[CH2:26][CH2:27][N:28]([c:31]5[n:32][c:33]([CH:36]([CH3:37])[CH3:38])[n:34][o:35]5)[CH2:29][CH2:30]4)[cH:21][cH:22]3)[cH:11][cH:12]2)[CH2:2][CH2:3]1. The reactants are CC(C)c1noc(N2CCC(COc3ccc(Br)cc3)CC2)n1, O=C([O-])[O-], COCCOC, O=C(NC1CC1)c1ccc(B(O)O)cc1, [Na+], [Na+], Cl[Pd]Cl, c1ccc(P(c2ccccc2)c2ccccc2)cc1, c1ccc(P(c2ccccc2)c2ccccc2)cc1. Product: C=CCN1CCC(O)CC1c1ccc(C(C)(C)CCCCCC)cc1O. Starting materials: C=CCN1CCC(O)CC1c1ccc(C(C)(C)CCCCCC)cc1OCc1ccccc1, CCCS, CCC[S-], [Li]CCCC, CCCCCC, CN(C)P(=O)(N(C)C)N(C)C, [Li+], C1CCOC1. As a reaction SMILES: [CH2:10]([CH:11]=[CH2:12])[N:13]1[CH:14]([c:20]2[c:21]([O:35][CH2:36][c:37]3[cH:38][cH:39][cH:40][cH:41][cH:42]3)[cH:22][c:23]([C:26]([CH2:27][CH2:28][CH2:29][CH2:30][CH2:31][CH3:32])([CH3:33])[CH3:34])[cH:24][cH:25]2)[CH2:15][CH:16]([OH:19])[CH2:17][CH2:18]1.[CH2:1]([SH:2])[CH2:3][CH3:4].[CH2:43]([S-:44])[CH2:45][CH3:46].[CH2:5]([Li:6])[CH2:7][CH2:8][CH3:9].[CH3:53][CH2:54][CH2:55][CH2:56][CH2:57][CH3:58].[CH3:59][N:60]([P:61]([N:62]([CH3:63])[CH3:64])([N:65]([CH3:66])[CH3:67])=[O:68])[CH3:69].[Li+:47].[O:48]1[CH2:49][CH2:50][CH2:51][CH2:52]1>>[CH2:10]([CH:11]=[CH2:12])[N:13]1[CH:14]([c:20]2[c:21]([OH:35])[cH:22][c:23]([C:26]([CH2:27][CH2:28][CH2:29][CH2:30][CH2:31][CH3:32])([CH3:33])[CH3:34])[cH:24][cH:25]2)[CH2:15][CH:16]([OH:19])[CH2:17][CH2:18]1. Reactants: CCOC(C)=O, Cl, CC(C)(C)OC(=O)NCCNS(=O)(=O)c1c(C(N)=O)[nH]c2ccc(Br)cc12. The product is NCCNS(=O)(=O)c1c(C(N)=O)[nH]c2ccc(Br)cc12. Reaction SMILES: [CH3:29][CH2:30][O:31][C:32]([CH3:33])=[O:34].[ClH:28].[NH2:1][C:2](=[O:3])[c:4]1[nH:5][c:6]2[cH:7][cH:8][c:9]([Br:27])[cH:10][c:11]2[c:12]1[S:13](=[O:14])(=[O:15])[NH:16][CH2:17][CH2:18][NH:19][C:20](=[O:21])[O:22][C:23]([CH3:24])([CH3:25])[CH3:26]>>[NH2:1][C:2](=[O:3])[c:4]1[nH:5][c:6]2[cH:7][cH:8][c:9]([Br:27])[cH:10][c:11]2[c:12]1[S:13](=[O:14])(=[O:15])[NH:16][CH2:17][CH2:18][NH2:19]. Reactants: ClC1=NC=CC(=C1)OC1=CC=C(C=C1)NC1=NC(=NC(=C1)C1=CC=CC=C1)N (N4-[4-(2-Chloro-pyridin-4-yloxy)-phenyl]-6-phenyl-pyrimidine-2,4 diamine), COC[C@H]1NCCC1 ((S)-(+)-2-(methoxymethyl)pyrrolidine). Reaction conditions: temperature 80 celsius. The product is COC[C@H]1N(CCC1)C1=NC=CC(=C1)OC1=CC=C(C=C1)NC1=NC(=NC(=C1)C1=CC=CC=C1)N ((S)—N4-{4-[2-(2-Methoxymethylpyrrolidin-1-yl)pyridin-4-yloxy]phenyl}-6-phenylpyrimidine-2,4-diamine). As a reaction SMILES: Cl[C:2]1[CH:7]=[C:6]([O:8][C:9]2[CH:14]=[CH:13][C:12]([NH:15][C:16]3[CH:21]=[C:20]([C:22]4[CH:27]=[CH:26][CH:25]=[CH:24][CH:23]=4)[N:19]=[C:18]([NH2:28])[N:17]=3)=[CH:11][CH:10]=2)[CH:5]=[CH:4][N:3]=1.[CH3:29][O:30][CH2:31][C@@H:32]1[CH2:36][CH2:35][CH2:34][NH:33]1>>[CH3:29][O:30][CH2:31][C@@H:32]1[CH2:36][CH2:35][CH2:34][N:33]1[C:2]1[CH:7]=[C:6]([O:8][C:9]2[CH:10]=[CH:11][C:12]([NH:15][C:16]3[CH:21]=[C:20]([C:22]4[CH:27]=[CH:26][CH:25]=[CH:24][CH:23]=4)[N:19]=[C:18]([NH2:28])[N:17]=3)=[CH:13][CH:14]=2)[CH:5]=[CH:4][N:3]=1. Reported procedure: A mixture of N4-{4-[(2-chloropyridin-4-yl)oxy]phenyl}-6-phenylpyrimidine-2,4-diamine (0.15 g, 0.38 mmol, prepared in Example 48) and (S)-(+)-2-(methoxymethyl)pyrrolidine (2 mL) was heated at 80° C. for 3 days. The mixture was cooled to rt and separated by preparative HPLC directly. The desired fractions were combined, neutralized by 10% sodium carbonate, and extracted with EtOAc (3×). The extracts were combined, dried over magnesium sulfate, and evaporated to furnish pure product, 0.04 g (22%). ... Starting materials: CC(C)(C#N)N=NC(C)(C)C#N (AIBN), BrN1C(CCC1=O)=O (N-bromosuccinimide), CC(C)(C#N)N=NC(C)(C)C#N (AIBN), ClC(COC(\C=C\C)=O)(Cl)Cl (Crotonic acid 2,2,2-trichloroethyl ester), BrN1C(CCC1=O)=O (N-bromosuccinimide), C1(CCC(N1)=O)=O (succinimide). Run in C(Cl)(Cl)(Cl)Cl (carbon tetrachloride), C(Cl)(Cl)(Cl)Cl (carbon tetrachloride). Yields the product ClC(COC(\C=C\CBr)=O)(Cl)Cl (4-Bromocrotonic acid 2,2,2-trichloroethyl ester). Yield: 75.0%. As a reaction SMILES: [Br:1]N1C(=O)CCC1=O.CC(N=NC(C#N)(C)C)(C#N)C.[Cl:21][C:22]([Cl:31])([Cl:30])[CH2:23][O:24][C:25](=[O:29])/[CH:26]=[CH:27]/[CH3:28].C1(=O)NC(=O)CC1>C(Cl)(Cl)(Cl)Cl>[Cl:21][C:22]([Cl:30])([Cl:31])[CH2:23][O:24][C:25](=[O:29])/[CH:26]=[CH:27]/[CH2:28][Br:1]. Procedure: The bromination reaction takes place in carbon tetrachloride with N-bromosuccinimide and AIBN as radical former. For this purpose, an equimolar amount of ester (i) and 0.45 mole N-bromosuccinimide are mixed with 300 ml. carbon tetrachloride and a spatula tip of AIBN added thereto. The reaction mixture is heated under reflux for 4 hours, subsequently allowed to cool and the precipitated succinimide (0.41 mole; 92% of theory) is filtered off. After distilling off the solvent in a vacuum, the resid... Starting materials: O=C([O-])O, CCOC(C)=O, NC(Cc1ccc(C(F)(F)F)cc1)C(O)c1ccc(F)cc1, [Na+], O, O=C(Cl)Cc1ccccc1. Product: O=C(Cc1ccccc1)NC(Cc1ccc(C(F)(F)F)cc1)C(O)c1ccc(F)cc1. Reaction SMILES: [C:33](=[O:34])([O-:35])[OH:36].[CH3:38][CH2:39][O:40][C:41](=[O:42])[CH3:43].[NH2:1][CH:2]([CH:3]([OH:4])[c:5]1[cH:6][cH:7][c:8]([F:11])[cH:9][cH:10]1)[CH2:12][c:13]1[cH:14][cH:15][c:16]([C:19]([F:20])([F:21])[F:22])[cH:17][cH:18]1.[Na+:37].[OH2:44].[c:23]1([CH2:29][C:30](=[O:31])[Cl:32])[cH:24][cH:25][cH:26][cH:27][cH:28]1>>[NH:1]([CH:2]([CH:3]([OH:4])[c:5]1[cH:6][cH:7][c:8]([F:11])[cH:9][cH:10]1)[CH2:12][c:13]1[cH:14][cH:15][c:16]([C:19]([F:20])([F:21])[F:22])[cH:17][cH:18]1)[C:30]([CH2:29][c:23]1[cH:24][cH:25][cH:26][cH:27][cH:28]1)=[O:31].